This data is from the Open Reaction Database (ORD), a public repository of structured organic reaction records. The task is: describe an organic reaction: reactants, conditions, products, and yield Reactants: CCCCC1(CC)CS(=O)(=O)c2ccc(N(C)C)cc2C(c2cccc(NC(=O)COCCOCCOCC(=O)O)c2)C1O, CO, ClCCl, NCc1ccc(C2C(CCC(O)c3ccccc3)C(=O)N2c2ccc(F)cc2)cc1. Yields the product CCCCC1(CC)CS(=O)(=O)c2ccc(N(C)C)cc2C(c2cccc(NC(=O)COCCOCCOCC(=O)NCc3ccc(C4C(CCC(O)c5ccccc5)C(=O)N4c4ccc(F)cc4)cc3)c2)C1O. RXN SMILES: [CH2:31]([CH2:32][CH2:33][CH3:34])[C:35]1([CH2:73][CH3:74])[CH:36]([OH:72])[CH:37]([c:51]2[cH:52][c:53]([NH:57][C:58](=[O:59])[CH2:60][O:61][CH2:62][CH2:63][O:64][CH2:65][CH2:66][O:67][CH2:68][C:69](=[O:70])[OH:71])[cH:54][cH:55][cH:56]2)[c:38]2[c:39]([cH:44][cH:45][c:46]([N:48]([CH3:49])[CH3:50])[cH:47]2)[S:40](=[O:42])(=[O:43])[CH2:41]1.[CH3:75][OH:76].[Cl:77][CH2:78][Cl:79].[NH2:1][CH2:2][c:3]1[cH:4][cH:5][c:6]([CH:9]2[CH:10]([CH2:21][CH2:22][CH:23]([c:24]3[cH:25][cH:26][cH:27][cH:28][cH:29]3)[OH:30])[C:11](=[O:20])[N:12]2[c:13]2[cH:14][cH:15][c:16]([F:19])[cH:17][cH:18]2)[cH:7][cH:8]1>>[NH:1]([CH2:2][c:3]1[cH:4][cH:5][c:6]([CH:9]2[CH:10]([CH2:21][CH2:22][CH:23]([c:24]3[cH:25][cH:26][cH:27][cH:28][cH:29]3)[OH:30])[C:11](=[O:20])[N:12]2[c:13]2[cH:14][cH:15][c:16]([F:19])[cH:17][cH:18]2)[cH:7][cH:8]1)[C:69]([CH2:68][O:67][CH2:66][CH2:65][O:64][CH2:63][CH2:62][O:61][CH2:60][C:58]([NH:57][c:53]1[cH:52][c:51]([CH:37]2[CH:36]([OH:72])[C:35]([CH2:31][CH2:32][CH2:33][CH3:34])([CH2:73][CH3:74])[CH2:41][S:40](=[O:42])(=[O:43])[c:39]3[c:38]2[cH:47][c:46]([N:48]([CH3:49])[CH3:50])[cH:45][cH:44]3)[cH:56][cH:55][cH:54]1)=[O:59])=[O:70]. Reaction SMILES: [CH2:3]([O:4][P:5]([O:6][CH2:7][CH3:8])(=[O:9])[CH2:11][C:12](=[O:13])[N:14]1[CH:15]([CH2:20][CH3:21])[CH2:16][CH2:17][CH2:18][CH2:19]1)[CH3:10].[CH3:22][c:23]1[c:24]2[n:25]([cH:26][cH:27][cH:28]1)[n:29][c:30](-[c:34]1[cH:35][cH:36][cH:37][cH:38][cH:39]1)[c:31]2[CH:32]=[O:33].[H-:1].[Na+:2].[O:40]1[CH2:41][CH2:42][CH2:43][CH2:44]1>>[CH:11]([C:12](=[O:13])[N:14]1[CH:15]([CH2:20][CH3:21])[CH2:16][CH2:17][CH2:18][CH2:19]1)=[CH:32][c:31]1[c:24]2[c:23]([CH3:22])[cH:28][cH:27][cH:26][n:25]2[n:29][c:30]1-[c:34]1[cH:35][cH:36][cH:37][cH:38][cH:39]1. The product is CCC1CCCCN1C(=O)C=Cc1c(-c2ccccc2)nn2cccc(C)c12. The reactants are CCOP(=O)(CC(=O)N1CCCCC1CC)OCC, Cc1cccn2nc(-c3ccccc3)c(C=O)c12, [H-], [Na+], C1CCOC1. The product is O=c1ccn2c(N3CCCC3)cccc2c1-c1c(Cl)cccc1Cl. Starting materials: C1CCNC1, O=c1ccn2c(Cl)cccc2c1-c1c(Cl)cccc1Cl. RXN SMILES: [CH2:21]1[CH2:22][CH2:23][NH:24][CH2:25]1.[Cl:1][c:2]1[n:3]2[cH:4][cH:5][c:6](=[O:20])[c:7](-[c:12]3[c:13]([Cl:19])[cH:14][cH:15][cH:16][c:17]3[Cl:18])[c:8]2[cH:9][cH:10][cH:11]1>>[c:2]1([N:24]2[CH2:23][CH2:22][CH2:21][CH2:25]2)[n:3]2[cH:4][cH:5][c:6](=[O:20])[c:7](-[c:12]3[c:13]([Cl:19])[cH:14][cH:15][cH:16][c:17]3[Cl:18])[c:8]2[cH:9][cH:10][cH:11]1. Reactants: C(C1=CC(C#N)=CC=C1)#N (Isophthalonitrile), aqueous solution, [OH-].[Na+] (sodium hydroxide), resultant mixture. Solvent: CO (methanol). Product: C(#N)C=1C=C(C(=O)N)C=CC1 (m-cyanobenzamide). The yield is 89.6%. Reaction SMILES: [C:1](#[N:10])[C:2]1[CH:9]=[CH:8][CH:7]=[C:4]([C:5]#[N:6])[CH:3]=1.[OH-:11].[Na+]>CO>[C:5]([C:4]1[CH:3]=[C:2]([CH:9]=[CH:8][CH:7]=1)[C:1]([NH2:10])=[O:11])#[N:6] |f:1.2|. Procedure details: Isophthalonitrile (12.8 g, 0.1 mol) and methanol (115.2 g) were mixed, and the resultant mixture was heated to 64° C. with stirring. To the mixture, a 20% aqueous solution of sodium hydroxide (10 g) was added over six hours. Liquid chromatographic analysis revealed the reaction mixture contained 13.1 g of m-cyanobenzamide (yield 90%).